Dataset: the Open Reaction Database (ORD), a public repository of structured organic reaction records. Task: describe an organic reaction: reactants, conditions, products, and yield Reactants: C(#N)CC(=O)O (cyanoacetic acid), C1(CCCC1)NC(=O)NC (1-cyclopentyl-3-methylurea), C(C)(=O)OC(C)=O (acetic anhydride). Reaction conditions: temperature 70 celsius, time 2 hour. Yields the product NC1=CC(N(C(N1C1CCCC1)=O)C)=O (6-amino-1-cyclopentyl-3-methyl-2,4-(1H, 3H)-pyrimidinedione). As a reaction SMILES: [C:1](CC(O)=O)#[N:2].[CH:7]1([NH:12][C:13]([NH:15][CH3:16])=[O:14])[CH2:11][CH2:10][CH2:9][CH2:8]1.C(O[C:21](=[O:23])[CH3:22])(=O)C>>[NH2:2][C:1]1[N:12]([CH:7]2[CH2:11][CH2:10][CH2:9][CH2:8]2)[C:13](=[O:14])[N:15]([CH3:16])[C:21](=[O:23])[CH:22]=1. Reported procedure: To a solution of 47 g (0.55 mol) of cyanoacetic acid and 150 ml of acetic anhydride was added 73.1 g (0.51 mol) of 1-cyclopentyl-3-methylurea (XX). The solution was stirred at 70° C. for two hours. It was then evaporated and the residual oil (XXI) was dissolved in 400 ml of ethanol and 400 ml of water and 110 ml of 5 N NaOH was added in portions until the pH was over 7, under which the solution was boiled. It was then partly evaporated and crystals were filtered off. These crystals were a mixtur... Reactants: COC(=O)C(CC(C)C)N1CC(Oc2c(F)cccc2F)=CC1=O, CCOCC, [Li+], C1CCOC1, [OH-], O. Yields the product CC(C)CC(C(=O)O)N1CC(Oc2c(F)cccc2F)=CC1=O. RXN SMILES: [CH3:1][O:2][C:3]([CH:4]([CH2:5][CH:6]([CH3:7])[CH3:8])[N:9]1[C:10](=[O:23])[CH:11]=[C:12]([O:14][c:15]2[c:16]([F:22])[cH:17][cH:18][cH:19][c:20]2[F:21])[CH2:13]1)=[O:24].[CH3:27][CH2:28][O:29][CH2:30][CH3:31].[Li+:25].[O:32]1[CH2:33][CH2:34][CH2:35][CH2:36]1.[OH-:26].[OH2:37]>>[O:2]=[C:3]([CH:4]([CH2:5][CH:6]([CH3:7])[CH3:8])[N:9]1[C:10](=[O:23])[CH:11]=[C:12]([O:14][c:15]2[c:16]([F:22])[cH:17][cH:18][cH:19][c:20]2[F:21])[CH2:13]1)[OH:24]. The reactants are C(C(=O)Cl)(=O)Cl (Oxalyl chloride), CC1=NOC(=C1C1=C(C=C(C(=O)O)C=C1)C)C (4-(3,5-dimethylisoxazol-4-yl)-3-methylbenzoic acid), ON=C(N)C1=C(C=CC=C1)OC (N′-Hydroxy-2-methoxybenzenecarboximidamide), CCN(C(C)C)C(C)C (DIEA). The product is CC1=NOC(=C1C1=C(C=C(C=C1)C1=NC(=NO1)C1=C(C=CC=C1)OC)C)C (5-[4-(3,5-dimethylisoxazol-4-yl)-3-methylphenyl]-3-(2-methoxyphenyl)-1,2,4-oxadiazole). RXN SMILES: C(Cl)(=O)C(Cl)=O.[CH3:7][C:8]1[C:12]([C:13]2[CH:21]=[CH:20][C:16]([C:17]([OH:19])=O)=[CH:15][C:14]=2[CH3:22])=[C:11]([CH3:23])[O:10][N:9]=1.O[N:25]=[C:26]([C:28]1[CH:33]=[CH:32][CH:31]=[CH:30][C:29]=1[O:34][CH3:35])[NH2:27].CCN(C(C)C)C(C)C>>[CH3:7][C:8]1[C:12]([C:13]2[CH:21]=[CH:20][C:16]([C:17]3[O:19][N:27]=[C:26]([C:28]4[CH:33]=[CH:32][CH:31]=[CH:30][C:29]=4[O:34][CH3:35])[N:25]=3)=[CH:15][C:14]=2[CH3:22])=[C:11]([CH3:23])[O:10][N:9]=1. Procedure: Oxalyl chloride (132 μL; 1.56 mmol; 3 eq.), Intermediate 30 (120 mg; 0.52 mmol; 1 eq.), Intermediate 1 (86 mg; 0.52 mmol, 1 eq.) and DIEA (268 μL; 1.56 mmol; 3 eq.) were reacted according to general procedure 2. Purification by column chromatography c-hexane/ethyl acetate, 80/20) afforded the title compound as an orange foam.